From a dataset of the Open Reaction Database (ORD), a public repository of structured organic reaction records. describe an organic reaction: reactants, conditions, products, and yield Starting materials: COC(=O)C(C)CO[Si](C)(C)C(C)(C)C, CC(C)C[Al+]CC(C)C, CCCCCC, ClCCl, [H-], O. Product: CC(CO)CO[Si](C)(C)C(C)(C)C. RXN SMILES: [C:1]([CH3:2])([CH3:3])([CH3:4])[Si:5]([O:6][CH2:7][CH:8]([C:9](=[O:10])[O:11][CH3:12])[CH3:13])([CH3:14])[CH3:15].[CH2:23]([Al+:24][CH2:25][CH:26]([CH3:27])[CH3:28])[CH:29]([CH3:30])[CH3:31].[CH3:16][CH2:17][CH2:18][CH2:19][CH2:20][CH3:21].[Cl:33][CH2:34][Cl:35].[H-:22].[OH2:32]>>[C:1]([CH3:2])([CH3:3])([CH3:4])[Si:5]([O:6][CH2:7][CH:8]([CH2:9][OH:10])[CH3:13])([CH3:14])[CH3:15]. Starting materials: NC1=C(C(=NO1)C)C(N)=O (5-amino-4-carbamoyl-3-methylisoxazole), C(C)C(C([O-])([O-])[O-])(CC)CC (triethylorthoacetate), C(C)(=O)OC(C)=O (acetic anhydride). The product is CC1=NOC=2N=C(NC(C21)=O)C (3,6-dimethylisoxazolo [5,4-d] pyrimidin-4(5H)-one). Reaction SMILES: [NH2:1][C:2]1[O:6][N:5]=[C:4]([CH3:7])[C:3]=1[C:8](=[O:10])[NH2:9].[CH2:11](C(CC)(CC)C([O-])([O-])[O-])[CH3:12].C(OC(=O)C)(=O)C>>[CH3:7][C:4]1[C:3]2[C:8](=[O:10])[NH:9][C:11]([CH3:12])=[N:1][C:2]=2[O:6][N:5]=1. Procedure: A mixture of 5-amino-4-carbamoyl-3-methylisoxazole (14.9 g), triethylorthoacetate (112 ml) and acetic anhydride (112 ml) was refluxed for seven hours then evaporated in vacuo. The residue was dissolved in 0.880 ammonia solution (250 ml) and the solution treated with charcoal and filtered. The filtrate was acidified to pH 6 with acetic acid and the precipitate filtered and dried to give 3,6-dimethylisoxazolo [5,4-d] pyrimidin-4(5H)-one (9.8 g, m.p. 275°-280°, decomp.). A mixture of this material ... Reactants: C1(CCCCC1)N=C=NC1CCCCC1 (dicyclohexylcarbodiimide), ON1C(CCC1=O)=O (N-hydroxysuccinimide), C(=O)(O)CN([C@@H](CCCCN)C(=O)O)CC(=O)O (N,N-biscarboxymethyl-L-lysine). Conditions: time 2 hour. Yields the product N(CC(=O)O)(CC(=O)O)CC(=O)O (Nitrilotriacetic Acid). Reaction SMILES: C1(N=C=NC2CCCCC2)CCCCC1.ON1C(=O)CCC1=O.[C:24]([CH2:27][N:28]([CH2:38][C:39]([OH:41])=[O:40])[C@H:29]([C:35]([OH:37])=[O:36])CCCCN)([OH:26])=[O:25]>>[N:28]([CH2:27][C:24]([OH:26])=[O:25])([CH2:29][C:35]([OH:37])=[O:36])[CH2:38][C:39]([OH:41])=[O:40]. Procedure: 10 mg of carboxy-modified cores were washed twice with 1 ml of acetonitrile (MeCN) and then taken up in 1 ml of MeCN. To this were added 10 μmol of dicyclohexylcarbodiimide and 10 μmol of N-hydroxysuccinimide. This was followed by shaking at room temperature for two hours. Washing was then carried out once with 1 ml of cyclohexane and once with 1 ml of MeCN. The particles were then taken up in 1 ml of MeCN. 4 μmol of N,N-biscarboxymethyl-L-lysine were added thereto and shaken at room temperature... The reactants are ClC1=CC=C(CCNC(=O)C=2C=C3C=CN(C3=CC2)C2=C(C=C(C=C2)CC(=O)OC(C)(C)C)C#N)C=C1 (tert-butyl 2-(4-(5-((4-chlorophenethyl)carbamoyl)-1H-indol-1yl)-3cyanophenyl)acetate), C(=O)(C(F)(F)F)O (TFA). The solvent is C(Cl)Cl (DCM). Reaction conditions: time 1 hour. The product is ClC1=CC=C(CCNC(=O)C=2C=C3C=CN(C3=CC2)C2=C(C=C(C=C2)CC(=O)O)C#N)C=C1 (2-(4-(5-((4-chlorophenethyl)carbamoyl)-1H-indol-1yl)-3-cyanophenyl)acetic acid). RXN SMILES: [Cl:1][C:2]1[CH:37]=[CH:36][C:5]([CH2:6][CH2:7][NH:8][C:9]([C:11]2[CH:12]=[C:13]3[C:17](=[CH:18][CH:19]=2)[N:16]([C:20]2[CH:25]=[CH:24][C:23]([CH2:26][C:27]([O:29]C(C)(C)C)=[O:28])=[CH:22][C:21]=2[C:34]#[N:35])[CH:15]=[CH:14]3)=[O:10])=[CH:4][CH:3]=1.C(O)(C(F)(F)F)=O>C(Cl)Cl>[Cl:1][C:2]1[CH:3]=[CH:4][C:5]([CH2:6][CH2:7][NH:8][C:9]([C:11]2[CH:12]=[C:13]3[C:17](=[CH:18][CH:19]=2)[N:16]([C:20]2[CH:25]=[CH:24][C:23]([CH2:26][C:27]([OH:29])=[O:28])=[CH:22][C:21]=2[C:34]#[N:35])[CH:15]=[CH:14]3)=[O:10])=[CH:36][CH:37]=1. Reported procedure: To a solution of tert-butyl 2-(4-(5-((4-chlorophenethyl)carbamoyl)-1H-indol-1yl)-3cyanophenyl)acetate (0.043 g, 0.0837 mmol) in DCM (0.5 mL) was added TFA (0.50 mL, 6.49 mmol). The reaction mixture was stirred for 1 hour and then concentrated. The residue was purified by silica gel chromatography eluting with a gradient of 0.5% methanol/DCM with 0.5% AcOH to 5% methanol/DCM containing 0.5% AcOH to provide 2-(4-(5-((4-chlorophenethyl)carbamoyl)-1H-indol-1yl)-3-cyanophenyl)acetic acid as a white s... Reactants: CCOC(=O)C1=CN=c2c(ccc3c2=CN=N3)C1=O, Cl, [Na+], [OH-]. The product is O=C(O)C1=CN=c2c(ccc3c2=CN=N3)C1=O. RXN SMILES: [C:1](=[O:2])([O:3][CH2:4][CH3:5])[C:6]1=[CH:7][N:8]=[c:9]2[c:10]3[c:11]([cH:12][cH:13][c:14]2[C:15]1=[O:16])[N:17]=[N:18][CH:19]=3.[ClH:20].[Na+:22].[OH-:21]>>[C:1](=[O:2])([OH:3])[C:6]1=[CH:7][N:8]=[c:9]2[c:10]3[c:11]([cH:12][cH:13][c:14]2[C:15]1=[O:16])[N:17]=[N:18][CH:19]=3.